This data is from the Open Reaction Database (ORD), a public repository of structured organic reaction records. The task is: describe an organic reaction: reactants, conditions, products, and yield Starting materials: N (ammonia), C(C1=CC=CC=C1)N1C(N(CC1)C=1SC(=C(N1)C)C(=O)O)=O (2-(3-Benzyl-2-oxoimidazolidin-1-yl)-4-methylthiazole-5-carboxylic acid), CN1CCOCC1 (4-methylmorpholine), ClC(=O)OCC(C)C (isobutyl chloroformate). The solvent is O1CCCC1 (tetrahydrofuran). Reaction conditions: time 1 hour. The product is C(C1=CC=CC=C1)N1C(N(CC1)C=1SC(=C(N1)C)C(=O)N)=O (2-(3-benzyl-2-oxoimidazolidin-1-yl)-4-methylthiazole-5-carboxamide). Yield: 30.0%. As a reaction SMILES: [CH2:1]([N:8]1[CH2:12][CH2:11][N:10]([C:13]2[S:14][C:15]([C:19](O)=[O:20])=[C:16]([CH3:18])[N:17]=2)[C:9]1=[O:22])[C:2]1[CH:7]=[CH:6][CH:5]=[CH:4][CH:3]=1.C[N:24]1CCOCC1.ClC(OCC(C)C)=O.N>O1CCCC1>[CH2:1]([N:8]1[CH2:12][CH2:11][N:10]([C:13]2[S:14][C:15]([C:19]([NH2:24])=[O:20])=[C:16]([CH3:18])[N:17]=2)[C:9]1=[O:22])[C:2]1[CH:7]=[CH:6][CH:5]=[CH:4][CH:3]=1. Procedure: 2-(3-Benzyl-2-oxoimidazolidin-1-yl)-4-methylthiazole-5-carboxylic acid (1.50 g, 4.72 mmol) and 4-methylmorpholine (0.60 mL, 5.45 mmol) in tetrahydrofuran (100 mL) was added isobutyl chloroformate (0.62 mL, 4.73 mmol) at 0° C. The resulting mixture was stirred at ambient temperature for 1 hour and followed by the addition of ammonia (7.0 N solution in methanol, 10 mL, 70 mmol). The reaction mixture was kept stirring at ambient temperature for 19 hours. The solvent was removed in vacuo and the res... Starting materials: CCO, O=[N+]([O-])c1cc2cccnc2c2ncccc12, NN, O. Yields the product Nc1cc2cccnc2c2ncccc12. Reaction SMILES: [CH3:21][CH2:22][OH:23].[N+:1]([O-:2])(=[O:3])[c:4]1[c:5]2[cH:6][cH:7][cH:8][n:9][c:10]2[c:11]2[n:12][cH:13][cH:14][cH:15][c:16]2[cH:17]1.[NH2:19][NH2:20].[OH2:18]>>[NH2:1][c:4]1[c:5]2[cH:6][cH:7][cH:8][n:9][c:10]2[c:11]2[n:12][cH:13][cH:14][cH:15][c:16]2[cH:17]1. Reactants: CC(=O)[O-], C[NH3+], CC(=O)O, NC(=C1Sc2ccccc2C1=O)c1ccccc1, O. The product is CNC(=C1Sc2ccccc2C1=O)c1ccccc1. RXN SMILES: [C:19]([O-:20])(=[O:21])[CH3:22].[CH3:23][NH3+:24].[CH3:26][C:27](=[O:28])[OH:29].[NH2:1][C:2](=[C:3]1[C:4](=[O:12])[c:5]2[c:6]([cH:8][cH:9][cH:10][cH:11]2)[S:7]1)[c:13]1[cH:14][cH:15][cH:16][cH:17][cH:18]1.[OH2:25]>>[NH:1]([C:2](=[C:3]1[C:4](=[O:12])[c:5]2[c:6]([cH:8][cH:9][cH:10][cH:11]2)[S:7]1)[c:13]1[cH:14][cH:15][cH:16][cH:17][cH:18]1)[CH3:19]. Yields the product COC(C1=CC(=C(C=C1)S(N[C@@H](CC(=O)OC(C)(C)C)C(N(C)OC)=O)(=O)=O)OCC1=CC=CC=C1)=O (3-benzyloxy-4-[(S)-2-tert-butoxycarbonyl-1-(methoxy-methyl-carbamoyl)-ethylsulfamoyl]-benzoic acid methyl ester). The reactants are COC(C1=CC(=C(C=C1)S(=O)(=O)Cl)OCC1=CC=CC=C1)=O (3-benzyloxy-4-chlorosulfonyl-benzoic acid methyl ester), C(C)(C)(C)OC(C[C@@H](C(=O)N(C)OC)N)=O ((S)-3-amino-N-methoxy-N-methyl-succinamic acid tert-butyl ester), N1=CC=CC=C1 (pyridine). RXN SMILES: [CH3:1][O:2][C:3](=[O:22])[C:4]1[CH:9]=[CH:8][C:7]([S:10](Cl)(=[O:12])=[O:11])=[C:6]([O:14][CH2:15][C:16]2[CH:21]=[CH:20][CH:19]=[CH:18][CH:17]=2)[CH:5]=1.[C:23]([O:27][C:28](=[O:38])[CH2:29][C@H:30]([NH2:37])[C:31]([N:33]([O:35][CH3:36])[CH3:34])=[O:32])([CH3:26])([CH3:25])[CH3:24].N1C=CC=CC=1>ClCCl.C(OCC)(=O)C>[CH3:1][O:2][C:3](=[O:22])[C:4]1[CH:9]=[CH:8][C:7]([S:10](=[O:12])(=[O:11])[NH:37][C@H:30]([C:31](=[O:32])[N:33]([O:35][CH3:36])[CH3:34])[CH2:29][C:28]([O:27][C:23]([CH3:24])([CH3:25])[CH3:26])=[O:38])=[C:6]([O:14][CH2:15][C:16]2[CH:21]=[CH:20][CH:19]=[CH:18][CH:17]=2)[CH:5]=1. Procedure details: To a solution of 3-benzyloxy-4-chlorosulfonyl-benzoic acid methyl ester (9.25 g, 27.1 mmol) in dichloromethane (270 mL) was added (S)-3-amino-N-methoxy-N-methyl-succinamic acid tert-butyl ester (6.30 g, 27.1 mmol) followed by pyridine (6.59 mL, 81.4 mmol). The reaction was allowed to stir over night at room temperature. The reaction was then diluted with ethyl acetate (500 mL) and washed sequentially with 5% citric acid, saturated sodium bicarbonate, and saturated sodium chloride, dried over mag... The solvent is C(C)(=O)OCC (ethyl acetate), ClCCl (dichloromethane). Isolated yield 56.4%. The reactants are CO, O=C(NC1=NC2(c3ccccc3F)COC(C(F)(F)F)C2CS1)c1ccccc1, [K+], [K+], O=C([O-])[O-]. Product: NC1=NC2(c3ccccc3F)COC(C(F)(F)F)C2CS1. As a reaction SMILES: [CH3:36][OH:37].[F:1][c:2]1[c:3]([C:8]23[N:9]=[C:10]([NH:21][C:22](=[O:23])[c:24]4[cH:25][cH:26][cH:27][cH:28][cH:29]4)[S:11][CH2:12][CH:13]2[CH:14]([C:17]([F:18])([F:19])[F:20])[O:15][CH2:16]3)[cH:4][cH:5][cH:6][cH:7]1.[K+:30].[K+:31].[O-:32][C:33]([O-:34])=[O:35]>>[F:1][c:2]1[c:3]([C:8]23[N:9]=[C:10]([NH2:21])[S:11][CH2:12][CH:13]2[CH:14]([C:17]([F:18])([F:19])[F:20])[O:15][CH2:16]3)[cH:4][cH:5][cH:6][cH:7]1. Starting materials: O=O (oxygene), C1(=CC=C(C=C1)C#N)C (p-tolunitrile), ON1C(N(C(N(C1=O)O)=O)O)=O (hexahydro-1,3,5-trihydroxy-1,3,5-triazine-2,4,6-trione). Reagents/catalysts: C(C)(=O)[O-].[Co+2].C(C)(=O)[O-] (cobalt(II) acetate). Solvent: C(C)(=O)O (acetic acid). The product is C(#N)C1=CC=C(C(=O)O)C=C1 (4-cyanobenzoic acid), C(#N)C1=CC=C(C=O)C=C1 (4-cyanobenzaldehyde). RXN SMILES: [C:1]1([CH3:9])[CH:6]=[CH:5][C:4]([C:7]#[N:8])=[CH:3][CH:2]=1.[OH:10]N1C(=O)N(O)C(=O)N(O)[C:12]1=[O:21].[O:22]=O>C([O-])(=O)C.[Co+2].C([O-])(=O)C.C(O)(=O)C>[C:7]([C:4]1[CH:5]=[CH:6][C:1]([C:12]([OH:21])=[O:22])=[CH:2][CH:3]=1)#[N:8].[C:7]([C:4]1[CH:5]=[CH:6][C:1]([CH:9]=[O:10])=[CH:2][CH:3]=1)#[N:8] |f:3.4.5|. Procedure details: A mixture of 0.351 g of p-tolunitrile, 0.005 g of hexahydro-1,3,5-trihydroxy-1,3,5-triazine-2,4,6-trione (1% by mole relative to p-tolunitrile), 5 g of acetic acid and 0.004 g of cobalt(II) acetate.4H2O was stirred at 100° C. in an atmosphere of oxygene gas (1 atm=0.1 MPa) for 14 hours. The resulting product in the reaction mixture was analyzed by gas chromatography and was found to yield 4-cyanobenzoic acid and 4-cyanobenzaldehyde in 74% and 1% yields, respectively, at 81% conversion of p-tolun...